This data is from the Open Reaction Database (ORD), a public repository of structured organic reaction records. The task is: describe an organic reaction: reactants, conditions, products, and yield Yield: 98.9%. Procedure details: In a similar manner to that described in Reference example 1(d), a reaction was carried out using (R)-4-benzyl-3-[(2R,3S)-3-(4-benzyloxyphenyl)-3-hydroxy-2-(4-isopropylphenoxy)propionyl]oxazolidine-2-one (9.00 g), which is the product of Reference example 30(b) and palladium on carbon (5%, 1.80 g) and the reaction mixture was treated to afford the desired compound (7.48 g) as a mass of foam. Starting materials: C(C1=CC=CC=C1)[C@H]1N(C(OC1)=O)C([C@@H]([C@@H](O)C1=CC=C(C=C1)OCC1=CC=CC=C1)OC1=CC=C(C=C1)C(C)C)=O ((R)-4-benzyl-3-[(2R,3S)-3-(4-benzyloxyphenyl)-3-hydroxy-2-(4-isopropylphenoxy)propionyl]oxazolidine-2-one). Product: C(C1=CC=CC=C1)[C@H]1N(C(OC1)=O)C([C@@H]([C@H](C1=CC=C(C=C1)O)O)OC1=CC=C(C=C1)C(C)C)=O ((R)-4-benzyl-3-[(2R,3S)-3-hydroxy-3-(4-hydroxyphenyl)-2-(4-isopropyl-phenoxy)propionyl]oxazolidine-2-one). Reagents/catalysts: [Pd] (palladium on carbon). RXN SMILES: [CH2:1]([C@@H:8]1[CH2:12][O:11][C:10](=[O:13])[N:9]1[C:14](=[O:42])[C@H:15]([O:32][C:33]1[CH:38]=[CH:37][C:36]([CH:39]([CH3:41])[CH3:40])=[CH:35][CH:34]=1)[C@H:16]([C:18]1[CH:23]=[CH:22][C:21]([O:24]CC2C=CC=CC=2)=[CH:20][CH:19]=1)[OH:17])[C:2]1[CH:7]=[CH:6][CH:5]=[CH:4][CH:3]=1>[Pd]>[CH2:1]([C@@H:8]1[CH2:12][O:11][C:10](=[O:13])[N:9]1[C:14](=[O:42])[C@H:15]([O:32][C:33]1[CH:38]=[CH:37][C:36]([CH:39]([CH3:40])[CH3:41])=[CH:35][CH:34]=1)[C@@H:16]([OH:17])[C:18]1[CH:23]=[CH:22][C:21]([OH:24])=[CH:20][CH:19]=1)[C:2]1[CH:7]=[CH:6][CH:5]=[CH:4][CH:3]=1. The reactants are CN1CCCC1=O, Nc1ccc(Cl)nn1, Cl, O=C(c1ccc(F)cc1)C1CCNCC1. Product: Nc1ccc(N2CCC(C(=O)c3ccc(F)cc3)CC2)nn1. As a reaction SMILES: [CH3:25][N:26]1[CH2:27][CH2:28][CH2:29][C:30]1=[O:31].[Cl:1][c:2]1[cH:3][cH:4][c:5]([NH2:8])[n:6][n:7]1.[ClH:9].[F:10][c:11]1[cH:12][cH:13][c:14]([C:17](=[O:18])[CH:19]2[CH2:20][CH2:21][NH:22][CH2:23][CH2:24]2)[cH:15][cH:16]1>>[c:2]1([N:22]2[CH2:21][CH2:20][CH:19]([C:17]([c:14]3[cH:13][cH:12][c:11]([F:10])[cH:16][cH:15]3)=[O:18])[CH2:24][CH2:23]2)[cH:3][cH:4][c:5]([NH2:8])[n:6][n:7]1.